This data is from the Open Reaction Database (ORD), a public repository of structured organic reaction records. The task is: describe an organic reaction: reactants, conditions, products, and yield Starting materials: CC(C)(C)C(=O)Cl, CC1(C)OC(=O)NC1Cc1ccccc1, [Li]CCCC, C1CCOC1. Product: CC(C)(C)C(=O)N1C(=O)OC(C)(C)C1Cc1ccccc1. Reaction SMILES: [C:21]([C:22]([CH3:23])([CH3:24])[CH3:25])(=[O:26])[Cl:27].[CH2:1]([c:2]1[cH:3][cH:4][cH:5][cH:6][cH:7]1)[CH:8]1[NH:9][C:10](=[O:15])[O:11][C:12]1([CH3:13])[CH3:14].[Li:16][CH2:17][CH2:18][CH2:19][CH3:20].[O:28]1[CH2:29][CH2:30][CH2:31][CH2:32]1>>[CH2:1]([c:2]1[cH:3][cH:4][cH:5][cH:6][cH:7]1)[CH:8]1[N:9]([C:21]([C:22]([CH3:23])([CH3:24])[CH3:25])=[O:26])[C:10](=[O:15])[O:11][C:12]1([CH3:13])[CH3:14]. Starting materials: NC1=NC2(CO1)c1cc(I)ccc1Oc1ncc(Br)cc12, O=C([O-])[O-], [K+], [K+], C1COCCO1, O, OB(O)c1cccnc1. Product: NC1=NC2(CO1)c1cc(-c3cccnc3)ccc1Oc1ncc(Br)cc12. RXN SMILES: [Br:16][c:17]1[cH:18][c:19]2[c:20]([n:21][cH:22]1)[O:23][c:24]1[cH:25][cH:26][c:27]([I:36])[cH:28][c:29]1[C:30]21[N:31]=[C:32]([NH2:35])[O:33][CH2:34]1.[C:10](=[O:11])([O-:12])[O-:13].[K+:14].[K+:15].[O:37]1[CH2:38][CH2:39][O:40][CH2:41][CH2:42]1.[OH2:43].[n:1]1[cH:2][c:3]([B:7]([OH:8])[OH:9])[cH:4][cH:5][cH:6]1>>[n:1]1[cH:2][c:3](-[c:27]2[cH:26][cH:25][c:24]3[c:29]([cH:28]2)[C:30]2([c:19]4[cH:18][c:17]([Br:16])[cH:22][n:21][c:20]4[O:23]3)[N:31]=[C:32]([NH2:35])[O:33][CH2:34]2)[cH:4][cH:5][cH:6]1. The reactants are resultant solution, NC1=CC(=C(C(=C1)C)O)C (4-amino-2,6-dimethylphenol), COC1=C(C=CC(=O)O)C=C(C=C1)OC (2,5-dimethoxycinnamic acid), C(O)([O-])=O.[Na+] (sodium hydrogen carbonate), C(C)OP(OCC)(=O)Cl (diethylphosphorochloridate). The solvent is C(C)N(CC)CC (triethylamine), C(C)#N (acetonitrile). Reaction conditions: time 1 hour. Yields the product COC1=C(C=CC(=O)NC2=CC(=C(C(=C2)C)O)C)C=C(C=C1)OC (4-(2,5-dimethoxycinnamoylamino)-2,6-dimethylphenol). Isolated yield 71.0%. RXN SMILES: [CH3:1][O:2][C:3]1[CH:13]=[CH:12][C:11]([O:14][CH3:15])=[CH:10][C:4]=1[CH:5]=[CH:6][C:7]([OH:9])=O.C(OP(Cl)(=O)OCC)C.[NH2:25][C:26]1[CH:31]=[C:30]([CH3:32])[C:29]([OH:33])=[C:28]([CH3:34])[CH:27]=1.C(=O)([O-])O.[Na+]>C(#N)C.C(N(CC)CC)C>[CH3:1][O:2][C:3]1[CH:13]=[CH:12][C:11]([O:14][CH3:15])=[CH:10][C:4]=1[CH:5]=[CH:6][C:7]([NH:25][C:26]1[CH:31]=[C:30]([CH3:32])[C:29]([OH:33])=[C:28]([CH3:34])[CH:27]=1)=[O:9] |f:3.4|. Reported procedure: Under ice-cooling, 4.16 g of 2,5-dimethoxycinnamic acid is dissolved in 50 ml of acetonitrile, and to the resultant solution are added 3.03 g of triethylamine, then 4.13 g of diethylphosphorochloridate. After the mixture is stirred for one hour, 2.74 g of 4-amino-2,6-dimethylphenol is added and the reaction mixture is stirred at room temperature. After completion of the reaction, ice chips are added, and then 5 % aqueous sodium hydrogen carbonate solution is added. The crystals precipitated are ... Reactants: NC=1SC=C(N1)CC(=O)OCC (ethyl 2-amino-4-thiazolylacetate), COC=1C=C(C=CC1OC)S(=O)(=O)Cl (3,4-dimethoxybenzenesulfonyl chloride). The product is COC=1C=C(C=CC1OC)S(=O)(=O)NC=1SC=C(N1)CC(=O)OCC (Ethyl (2-{[(3,4-dimethoxyphenyl)sulfonyl]amino}-1,3-thiazol-4-yl)acetate), solid. As a reaction SMILES: [NH2:1][C:2]1[S:3][CH:4]=[C:5]([CH2:7][C:8]([O:10][CH2:11][CH3:12])=[O:9])[N:6]=1.[CH3:13][O:14][C:15]1[CH:16]=[C:17]([S:23](Cl)(=[O:25])=[O:24])[CH:18]=[CH:19][C:20]=1[O:21][CH3:22]>>[CH3:13][O:14][C:15]1[CH:16]=[C:17]([S:23]([NH:1][C:2]2[S:3][CH:4]=[C:5]([CH2:7][C:8]([O:10][CH2:11][CH3:12])=[O:9])[N:6]=2)(=[O:24])=[O:25])[CH:18]=[CH:19][C:20]=1[O:21][CH3:22]. Procedure details: The title compound was prepared from ethyl 2-amino-4-thiazolylacetate and 3,4-dimethoxybenzenesulfonyl chloride as described in the synthetic METHOD B to give a white solid (19.3 mg) with purity >90%. LCMS (pos) m/z 387.2.